This data is from the Open Reaction Database (ORD), a public repository of structured organic reaction records. The task is: describe an organic reaction: reactants, conditions, products, and yield Starting materials: BrC1=CC(=C(C=C1)F)[N+](=O)[O-] (4-bromo-1-fluoro-2-nitrobenzene), NC=1C=C(C=C(C1)C1=NC=CC=C1F)NC(C)=O (N-(3-amino-5-(3-fluoropyridin-2-yl)phenyl)acetamide), [F-].[K+] (potassium fluoride). Solvent: CN(C)C=O (DMF). Product: BrC1=CC(=C(C=C1)NC=1C=C(C=C(C1)C1=NC=CC=C1F)NC(C)=O)[N+](=O)[O-] (N-(3-((4-bromo-2-nitrophenyl)amino)-5-(3-fluoropyridin-2-yl)phenyl)acetamide). Yield: 50.0%. Reaction SMILES: [Br:1][C:2]1[CH:7]=[CH:6][C:5](F)=[C:4]([N+:9]([O-:11])=[O:10])[CH:3]=1.[NH2:12][C:13]1[CH:14]=[C:15]([NH:26][C:27](=[O:29])[CH3:28])[CH:16]=[C:17]([C:19]2[C:24]([F:25])=[CH:23][CH:22]=[CH:21][N:20]=2)[CH:18]=1.[F-].[K+]>CN(C=O)C>[Br:1][C:2]1[CH:7]=[CH:6][C:5]([NH:12][C:13]2[CH:14]=[C:15]([NH:26][C:27](=[O:29])[CH3:28])[CH:16]=[C:17]([C:19]3[C:24]([F:25])=[CH:23][CH:22]=[CH:21][N:20]=3)[CH:18]=2)=[C:4]([N+:9]([O-:11])=[O:10])[CH:3]=1 |f:2.3|. Reported procedure: Solution of 4-bromo-1-fluoro-2-nitrobenzene (3.0 g, 13.63 mmol), N-(3-amino-5-(3-fluoropyridin-2-yl)phenyl)acetamide (4.0 g, 16.36 mmol), and potassium fluoride (0.95 g, 16.36 mmol) in DMF was heated at 130° C. for 16 h. The mixture was quenched and extracted as in Example 1(d). The solvent was distilled off to afford the crude residue which was purified by column chromatography (60-120 silica gel, 30% ethyl acetate in hexane) to yield the title product in 50% yield (3.4 g). 1H NMR (300 MHz, DMS... The reactants are CC(C)(C)OC(=O)NC12CC3CC(C1)C(C#N)C(C3)C2, C1COCCO1, Cl. Yields the product Cl, N#CC1C2CC3CC1CC(N)(C3)C2. RXN SMILES: [C:1]([O:2][C:3](=[O:4])[NH:7][C:8]12[CH2:9][CH:10]3[CH:11]([C:18]#[N:19])[CH:12]([CH2:13][CH:14]([CH2:15]1)[CH2:16]3)[CH2:17]2)([CH3:5])([CH3:6])[CH3:20].[CH2:22]1[O:23][CH2:24][CH2:25][O:26][CH2:27]1.[ClH:21]>>[ClH:21].[NH2:7][C:8]12[CH2:9][CH:10]3[CH:11]([C:18]#[N:19])[CH:12]([CH2:13][CH:14]([CH2:15]1)[CH2:16]3)[CH2:17]2. The reactants are FB(F)F, CC=CC(=O)O, CCOCC, Cc1ccccc1, O=C(CCl)OC(=O)CCl, c1ccsc1. Product: CC=CC(=O)c1cccs1. RXN SMILES: [B:26]([F:27])([F:28])[F:29].[C:1]([CH:2]=[CH:3][CH3:4])(=[O:5])[OH:6].[CH2:21]([O:22][CH2:23][CH3:24])[CH3:25].[CH3:30][c:31]1[cH:32][cH:33][cH:34][cH:35][cH:36]1.[Cl:12][CH2:13][C:14]([O:15][C:16](=[O:17])[CH2:18][Cl:19])=[O:20].[cH:7]1[cH:8][cH:9][s:10][cH:11]1>>[C:1]([CH:2]=[CH:3][CH3:4])(=[O:5])[c:9]1[cH:8][cH:7][cH:11][s:10]1. The reactants are Cl (hydrochloric acid), aqueous solution, [Cl-].[Na+] (sodium chloride), C(C1=CC=CC=C1)Cl (benzyl chloride), [I-].[Na+] (sodium iodide), [H-].[Na+] (sodium hydride), ClC=1C=CC=C(C1C(=O)O)O (6-chlorosalicylic acid), [H][H] (hydrogen). Solvent: CN(C=O)C (dimethylformamide). Reaction conditions: time 30 hour. Product: ClC=1C=CC=C(C1C(=O)OCC1=CC=CC=C1)O (phenylmethyl 6-chlorosalicylate). The yield is 63.4%. Reaction SMILES: [Cl:1][C:2]1[CH:3]=[CH:4][CH:5]=[C:6]([OH:11])[C:7]=1[C:8]([OH:10])=[O:9].[H-].[Na+].[H][H].[CH2:16](Cl)[C:17]1[CH:22]=[CH:21][CH:20]=[CH:19][CH:18]=1.[I-].[Na+].Cl.[Cl-].[Na+]>CN(C)C=O>[Cl:1][C:2]1[CH:3]=[CH:4][CH:5]=[C:6]([OH:11])[C:7]=1[C:8]([O:10][CH2:16][C:17]1[CH:22]=[CH:21][CH:20]=[CH:19][CH:18]=1)=[O:9] |f:1.2,5.6,8.9|. Procedure details: Under a nitrogen atmosphere, a solution of 5.7 grams (0.033 mole) of 6-chlorosalicylic acid in 200 mL of dimethylformamide was vigorously stirred, and 1.3 grams (0.033 mole) of 60% sodium hydride in mineral oil was added in one portion. Upon completion of addition, the reaction mixture was stirred for approximately 5 minutes until evolution of hydrogen gas had ceased. After this time 4.2 grams (0.033 mole) of benzyl chloride and 5.0 grams (0.033 mole) of sodium iodide were each added in one port...